This data is from the Open Reaction Database (ORD), a public repository of structured organic reaction records. The task is: describe an organic reaction: reactants, conditions, products, and yield Yields the product C(C)(C)(C)OC1=CC=C(C=C)C=C1.C=CC1=CC=CC=C1 (p-tert-butoxystyrene styrene). Procedure: With the use of 81.1 g (0.46 mole) of p-tert-butoxystyrene and 4.6 g (0.04 mole) of styrene, the same polymerization reaction and after-treatment as Production example 2-(1) were conducted to give 77.1 g of poly(p-tert-butoxystyrene/styrene) as white powders. A ratio of p-tert-butoxystyrene unit and styrene unit in the obtained polymer was about 92:8 by 1HNMR. Mw: about 20000, molecular dispersion: 1.90 (GPC method; polystyrene as standard). As a reaction SMILES: [C:1]([O:5][C:6]1[CH:13]=[CH:12][C:9]([CH:10]=[CH2:11])=[CH:8][CH:7]=1)([CH3:4])([CH3:3])[CH3:2].[CH2:14]=[CH:15][C:16]1[CH:21]=[CH:20][CH:19]=[CH:18][CH:17]=1>>[C:1]([O:5][C:6]1[CH:7]=[CH:8][C:9]([CH:10]=[CH2:11])=[CH:12][CH:13]=1)([CH3:4])([CH3:2])[CH3:3].[CH2:14]=[CH:15][C:16]1[CH:21]=[CH:20][CH:19]=[CH:18][CH:17]=1 |f:2.3|. The reactants are C(C)(C)(C)OC1=CC=C(C=C)C=C1 (p-tert-butoxystyrene), C=CC1=CC=CC=C1 (styrene).